This data is from the Open Reaction Database (ORD), a public repository of structured organic reaction records. The task is: describe an organic reaction: reactants, conditions, products, and yield Starting materials: ClC=1C=C(C=2N(N1)C=CN2)NC2=CC=C(C(=O)NC=1C(N(C=CC1)C1=CC=C(C=C1)F)=O)C=C2 (4-(6-chloroimidazo[1,2-b]pyridazin-8-ylamino)-N-(1-(4-fluorophenyl)-2-oxo-1,2-dihydropyridin-3-yl)benzamide), 1a, N[C@@H]1CC[C@H](CC1)N (trans-1,4-diaminocyclohexane). The solvent is O (water). Reaction conditions: time 12 hour. Yields the product N[C@@H]1CC[C@H](CC1)NC=1C=C(C=2N(N1)C=CN2)NC2=CC=C(C(=O)NC=1C(N(C=CC1)C1=CC=C(C=C1)F)=O)C=C2 (4-((6-((trans-4-aminocyclohexyl)amino)imidazo[1,2-b]pyridazin-8-yl)amino)-N-(1-(4-fluorophenyl)-2-oxo-1,2-dihydro-3-pyridinyl)benzamide). Yield: 47.2%. As a reaction SMILES: Cl[C:2]1[CH:3]=[C:4]([NH:11][C:12]2[CH:34]=[CH:33][C:15]([C:16]([NH:18][C:19]3[C:20](=[O:32])[N:21]([C:25]4[CH:30]=[CH:29][C:28]([F:31])=[CH:27][CH:26]=4)[CH:22]=[CH:23][CH:24]=3)=[O:17])=[CH:14][CH:13]=2)[C:5]2[N:6]([CH:8]=[CH:9][N:10]=2)[N:7]=1.[NH2:35][C@H:36]1[CH2:41][CH2:40][C@H:39]([NH2:42])[CH2:38][CH2:37]1>O>[NH2:35][C@H:36]1[CH2:41][CH2:40][C@H:39]([NH:42][C:2]2[CH:3]=[C:4]([NH:11][C:12]3[CH:34]=[CH:33][C:15]([C:16]([NH:18][C:19]4[C:20](=[O:32])[N:21]([C:25]5[CH:30]=[CH:29][C:28]([F:31])=[CH:27][CH:26]=5)[CH:22]=[CH:23][CH:24]=4)=[O:17])=[CH:14][CH:13]=3)[C:5]3[N:6]([CH:8]=[CH:9][N:10]=3)[N:7]=2)[CH2:38][CH2:37]1. Reported procedure: To 4-(6-chloroimidazo[1,2-b]pyridazin-8-ylamino)-N-(1-(4-fluorophenyl)-2-oxo-1,2-dihydropyridin-3-yl)benzamide (0.011 g, 0.023 mmol) from 1a was added trans-1,4-diaminocyclohexane (0.5 g, 57.0 mmol). The mixture was allowed to melt at 160° C. for 12 hours. The melt was then cooled, diluted with water and extracted with dichloromethane. The organic layer was then concentrated in vacuo to give 0.020 g of crude product. Purification was done via preparative HPLC providing 0.006 g of the title compo... Reactants: [Si](C)(C)(C(C)(C)C)O[C@H](/C=C/[C@@H]1[C@H]([C@H](C[C@@H]1F)O)C\C=C/CCCC(=O)OC(C)C)C1CC2=CC=CC=C2C1 ((Z)-isopropyl 7-((1R,2R,3S,5S)-2-((S,E)-3-(tert-butyldimethylsilyloxy)-3-(2,3-dihydro-1H-inden-2-yl)prop-1-enyl)-3-fluoro-5-hydroxycyclopentyl)hept-5-enoate), [OH-].[Na+] (sodium hydroxide), [Cl-].[NH4+] (ammonium chloride). The solvent is CO (methanol). Run at temperature 0 celsius, time 8 hour. Product: [Si](C)(C)(C(C)(C)C)O[C@H](/C=C/[C@@H]1[C@H](C(C[C@@H]1F)=O)C\C=C/CCCC(=O)OC(C)C)C1CC2=CC=CC=C2C1 ((Z)-isopropyl 7-((1R,2R,3S)-2-((S,E)-3-(tert-butyldimethylsilyloxy)-3-(2,3-dihydro-1H-inden-2-yl)prop-1-enyl)-3-fluoro-5-oxocyclopentyl)hept-5-enoate). Isolated yield 97.0%. RXN SMILES: [Si:1]([O:8][C@@H:9]([CH:31]1[CH2:39][C:38]2[C:33](=[CH:34][CH:35]=[CH:36][CH:37]=2)[CH2:32]1)/[CH:10]=[CH:11]/[C@H:12]1[C@@H:16]([F:17])[CH2:15][C@H:14]([OH:18])[C@@H:13]1[CH2:19]/[CH:20]=[CH:21]\[CH2:22][CH2:23][CH2:24][C:25]([O:27][CH:28]([CH3:30])[CH3:29])=[O:26])([C:4]([CH3:7])([CH3:6])[CH3:5])([CH3:3])[CH3:2].[OH-].[Na+].[Cl-].[NH4+]>CO>[Si:1]([O:8][C@@H:9]([CH:31]1[CH2:32][C:33]2[C:38](=[CH:37][CH:36]=[CH:35][CH:34]=2)[CH2:39]1)/[CH:10]=[CH:11]/[C@H:12]1[C@@H:16]([F:17])[CH2:15][C:14](=[O:18])[C@@H:13]1[CH2:19]/[CH:20]=[CH:21]\[CH2:22][CH2:23][CH2:24][C:25]([O:27][CH:28]([CH3:29])[CH3:30])=[O:26])([C:4]([CH3:5])([CH3:6])[CH3:7])([CH3:3])[CH3:2] |f:1.2,3.4|. Reported procedure: A mixture consisting of (Z)-isopropyl 7-((1R,2R,3S,5S)-2-((S,E)-3-(tert-butyldimethylsilyloxy)-3-(2,3-dihydro-1H-inden-2-yl)prop-1-enyl)-3-fluoro-5-hydroxycyclopentyl)hept-5-enoate (prepared in Step K, 0.600 g), methanol (5 mL), and 1 N sodium hydroxide (3 mL) was stirred overnight at 0° C. The reaction mixture was acidified with saturated ammonium chloride, extracted into ethyl acetate, washed with brine, and dried over sodium sulfate, filtered, and the solvents were evaporated under reduced pr...